describe an organic reaction: reactants, conditions, products, and yield From a dataset of the Open Reaction Database (ORD), a public repository of structured organic reaction records. The reactants are ClC1=CC(=C(C=C1)O)OC1=CC=CC=C1 (4-chloro-2-phenoxy-phenol), BrC=1C=C(C=C(C1)Br)C (3,5-dibromotoluene), C([O-])([O-])=O.[Cs+].[Cs+] (cesium carbonate), CC(C)(C(CC(C(C)(C)C)=O)=O)C (2,2,6,6-tetramethyl-3,5-heptanedione), CN1C(CCC1)=O (1-methyl-2-pyrrolidinone), N#N (N2). The reagents and catalysts are [Cu]Cl (copper (I) chloride). Reaction conditions: temperature 120 celsius. Yields the product ClC1=CC(=C(OC=2C=C(OC3=CC(=C(C=C3)CCC(=O)O)CC)C=C(C2)C)C=C1)OC1=CC=CC=C1 (3-{4-[3-(4-Chloro-2-phenoxy-phenoxy)-5-methyl-phenoxy]-2-ethyl-phenyl}-propionic acid). The yield is 69.0%. Reaction SMILES: [Cl:1][C:2]1[CH:7]=[CH:6][C:5]([OH:8])=[C:4]([O:9][C:10]2[CH:15]=[CH:14][CH:13]=[CH:12][CH:11]=2)[CH:3]=1.Br[C:17]1[CH:18]=[C:19]([CH3:24])[CH:20]=[C:21](Br)[CH:22]=1.[C:25](=[O:28])([O-])[O-:26].[Cs+].[Cs+].C[C:32]([CH3:43])([C:34](=O)[CH2:35][C:36](=[O:41])[C:37]([CH3:40])(C)C)C.N#N.CN1C[CH2:50][CH2:49][C:48]1=O>[Cu]Cl>[Cl:1][C:2]1[CH:7]=[CH:6][C:5]([O:8][C:17]2[CH:22]=[C:21]([CH:20]=[C:19]([CH3:24])[CH:18]=2)[O:41][C:36]2[CH:37]=[CH:40][C:48]([CH2:49][CH2:50][C:25]([OH:26])=[O:28])=[C:34]([CH2:32][CH3:43])[CH:35]=2)=[C:4]([O:9][C:10]2[CH:15]=[CH:14][CH:13]=[CH:12][CH:11]=2)[CH:3]=1 |f:2.3.4|. Procedure: A mixture of 4-chloro-2-phenoxy-phenol (6.46 g, 29.3 mmol), 3,5-dibromotoluene (21.95 g, 87.8 mmol), cesium carbonate (11.45 g, 35.1 mmol), and 2,2,6,6-tetramethyl-3,5-heptanedione (1.35 g, 7.33 mmol) in 1-methyl-2-pyrrolidinone (65 mL) is purged with N2, and copper (I) chloride (1.45 g, 14.6 mmol) is added. The reaction heated to 120° C. for 20 hours under N2. The reaction is cooled and quenched with 1 N HCl (20 mL). The mixture is then diluted with water and extracted with Et2O. The organic la... Starting materials: C(C)O (ethanol), C[O-].[Na+] (sodium methoxide), C(C(O)C)(=O)OCC (ethyl lactate), NC=1C=CC(=CC1O)C (6-amino-m-cresol). Run in CO.C(Cl)(Cl)Cl (methanol chloroform), O (water). Product: OC1=C(C=CC(=C1)C)NC(C(C)O)=O (N-(2-hydroxy-4-methylphenyl)-2-hydroxypropionamide). The yield is 6.4%. RXN SMILES: C(O)C.C[O-].[Na+].[C:7]([O:12]CC)(=O)[CH:8]([CH3:10])[OH:9].[NH2:15][C:16]1[CH:17]=[CH:18][C:19]([CH3:23])=[CH:20][C:21]=1[OH:22]>CO.C(Cl)(Cl)Cl.O>[OH:22][C:21]1[CH:20]=[C:19]([CH3:23])[CH:18]=[CH:17][C:16]=1[NH:15][C:7](=[O:12])[CH:8]([OH:9])[CH3:10] |f:1.2,5.6|. Reported procedure: To 20 ml of ethanol, there were added 6.72 g of sodium methoxide, 20.0 g (169 mmol) of ethyl lactate and 6.95 g (56.5 mmol) of 6-amino-m-cresol, followed by heating under reflux for 3 hours. After cooling, 100 ml of water was added to the mixture and the crystals thus precipitated were filtered. The filtrate was extracted with 200 ml of ethyl acetate, washed with a saturated aqueous solution of common salt and dried over anhydrous Glauber's salt. After distilling off the solvent under reduced pr... Reactants: BrC1=C(C=C2C3CCCCC3C(CC2=C1)C1=CC=C(C=C1)OC)OC (7-Bromo-6-methoxy-10-(4-methoxy-phenyl)-1,2,3,4,4a,9,10,10a-octahydro-phenanthrene), C[O-].[Na+] (NaOMe), CuIBr, C(C)(=O)OCC (ethyl acetate), Cl (HCl). Product: ethyl acetate hexanes, COC=1C=C2C3CCCCC3C(CC2=CC1OC)C1=CC=C(C=C1)OC (6,7-Dimethoxy-10-(4-methoxy-phenyl)-1,2,3,4,4a,9,10,10a-octahydro-phenanthrene). The yield is 68.1%. As a reaction SMILES: Br[C:2]1[CH:15]=[C:14]2[C:5]([CH:6]3[CH:11]([CH:12]([C:16]4[CH:21]=[CH:20][C:19]([O:22][CH3:23])=[CH:18][CH:17]=4)[CH2:13]2)[CH2:10][CH2:9][CH2:8][CH2:7]3)=[CH:4][C:3]=1[O:24][CH3:25].C[O-].[Na+].[C:29](OCC)(=[O:31])C.Cl>>[CH3:25][O:24][C:3]1[CH:4]=[C:5]2[C:14](=[CH:15][C:2]=1[O:31][CH3:29])[CH2:13][CH:12]([C:16]1[CH:21]=[CH:20][C:19]([O:22][CH3:23])=[CH:18][CH:17]=1)[CH:11]1[CH:6]2[CH2:7][CH2:8][CH2:9][CH2:10]1 |f:1.2|. Procedure: Combine 7-Bromo-6-methoxy-10-(4-methoxy-phenyl)-1,2,3,4,4a,9,10,10a-octahydro-phenanthrene (chiral) (0.025 g, 0.06 mmol), NaOMe 5N (1.4 ml, 7 mmol), CuIBr (0.005 g, 0.034 mmol) and ethyl acetate (0.005 ml, 0.05 mmol) and heat at 115° C. for 1.5 hours. Cool, and add 1N HCl and extract with ethyl acetate. Wash organic layer with water, dry over anhydrous sodium sulfate and remove solvent in vacuo. Chromatograph on silica gel with 9% ethyl acetate/hexanes to yield the titled compound (0.012 g, 55%)... The reactants are COC1=C(CN(S(=O)(=O)C2=C(C(=C(C=C2)O[C@@H]2[C@H](CCC2)C2=CC=NN2C)C)F)C2=NC=NC=C2)C=CC(=C1)OC (N-(2,4-dimethoxybenzyl)-2-fluoro-3-methyl-4-{[(1S*,2R*)-2-(1-methyl-1H-pyrazol-5-yl)cyclopentyl]oxy}-N-(pyrimidin-4-yl)benzenesulfonamide), C(C)[SiH](CC)CC (triethylsilane), FC(C(=O)O)(F)F (trifluoroacetic acid). The solvent is ClCCl (dichloromethane). Product: FC1=C(C=CC(=C1C)O[C@@H]1[C@H](CCC1)C1=CC=NN1C)S(=O)(=O)NC1=NC=NC=C1 (2-Fluoro-3-methyl-4-{[(1S*,2R*)-2-(1-methyl-1H-pyrazol-5-yl)cyclopentyl]oxy}-N-(pyrimidin-4-yl)benzenesulfonamide). Yield: 100.2%. As a reaction SMILES: COC1C=C(OC)C=CC=1C[N:6]([C:30]1[CH:35]=[CH:34][N:33]=[CH:32][N:31]=1)[S:7]([C:10]1[CH:15]=[CH:14][C:13]([O:16][C@H:17]2[CH2:21][CH2:20][CH2:19][C@@H:18]2[C:22]2[N:26]([CH3:27])[N:25]=[CH:24][CH:23]=2)=[C:12]([CH3:28])[C:11]=1[F:29])(=[O:9])=[O:8].C([SiH](CC)CC)C.FC(F)(F)C(O)=O>ClCCl>[F:29][C:11]1[C:12]([CH3:28])=[C:13]([O:16][C@H:17]2[CH2:21][CH2:20][CH2:19][C@@H:18]2[C:22]2[N:26]([CH3:27])[N:25]=[CH:24][CH:23]=2)[CH:14]=[CH:15][C:10]=1[S:7]([NH:6][C:30]1[CH:35]=[CH:34][N:33]=[CH:32][N:31]=1)(=[O:8])=[O:9]. Procedure details: The reaction and aftertreatment were conducted in the same manner as in Example 1b by using the N-(2,4-dimethoxybenzyl)-2-fluoro-3-methyl-4-{[(1S*,2R*)-2-(1-methyl-1H-pyrazol-5-yl)cyclopentyl]oxy}-N-(pyrimidin-4-yl)benzenesulfonamide (0.18 g, 0.31 mmol) prepared in Example 65c, triethylsilane (0.10 mL), trifluoroacetic acid (0.50 mL) and dichloromethane (2.0 mL), to yield the title compound (134 mg, 99%) as a colorless solid. Starting materials: Cl (hydrochloric acid), OO (hydrogen peroxide), [OH-].[Na+] (sodium hydroxide), C(#N)C1=CC=NC2=C1N=C(NC2=O)C2=C(C=CC=C2)OCC (8-cyano-2-(2-ethoxyphenyl)pyrido[3,2-d]pyrimidin-4(3H)-one). The solvent is C(C)O (ethanol). Product: C(N)(=O)C1=CC=NC2=C1N=C(NC2=O)C2=C(C=CC=C2)OCC (8-Carbamoyl-2-(2-ethoxyphenyl)pyrido[3,2-d]pyrimidin-4(3H)-one). The yield is 72.0%. Reaction SMILES: [OH:1]O.[OH-].[Na+].[C:5]([C:7]1[C:12]2[N:13]=[C:14]([C:18]3[CH:23]=[CH:22][CH:21]=[CH:20][C:19]=3[O:24][CH2:25][CH3:26])[NH:15][C:16](=[O:17])[C:11]=2[N:10]=[CH:9][CH:8]=1)#[N:6].Cl>C(O)C>[C:5]([C:7]1[C:12]2[N:13]=[C:14]([C:18]3[CH:23]=[CH:22][CH:21]=[CH:20][C:19]=3[O:24][CH2:25][CH3:26])[NH:15][C:16](=[O:17])[C:11]=2[N:10]=[CH:9][CH:8]=1)(=[O:1])[NH2:6] |f:1.2|. Procedure details: 30% Aqueous hydrogen peroxide solution (0.5 ml) was added to a stirred aqueous sodium hydroxide solution (1M, 40 ml), followed by 8-cyano-2-(2-ethoxyphenyl)pyrido[3,2-d]pyrimidin-4(3H)-one (Preparation 14; 0.2 g, 0.00068 mol) and ethanol (2 ml). The mixture was heated under reflux for 2 hours, allowed to cool, acidified with 1N hydrochloric acid, and then extracted with a mixture of dichloromethane and methanol (10:1, 5×50 ml). The combined organic fractions were evaporated under vacuum and the ... The reactants are ClC1=NC=NC(=C1F)Cl (4,6-dichloro-5-fluoro-pyrimidine), [OH-].[NH4+] (ammonium hydroxide). Solvent: C(CCC)O (n-butanol). Run at temperature 90 celsius. The product is ClC1=C(C(=NC=N1)N)F (6-chloro-5-fluoropyrimidin-4-amine). Isolated yield 89.0%. Reaction SMILES: [Cl:1][C:2]1[C:7]([F:8])=[C:6](Cl)[N:5]=[CH:4][N:3]=1.[OH-].[NH4+:11]>C(O)CCC>[Cl:1][C:2]1[N:3]=[CH:4][N:5]=[C:6]([NH2:11])[C:7]=1[F:8] |f:1.2|. Procedure: A mixture of 4,6-dichloro-5-fluoro-pyrimidine (1.67 g, 10.0 mmol), n-butanol (6 mL) and 28% ammonium hydroxide (12 mL) in a sealed tube was heated at 90° C. for 2 hours. The precipitated white crystals were collected by filtration to give the desired compound (1.31 g, 89% yield). LCMS (ESI) m/z: 147.9 [M+H+]. Reactants: FC(C(=O)O)(F)F (Trifluoroacetic acid), C(C)(C)(C)OC(=O)N1C=CC2=CC(=CC=C12)NC1=C(C(=O)OC(C)(C)C)C=CC(=C1)C1=CC=CC=C1 (tert-butyl 2-((1-(tert-butoxycarbonyl)-1H-indol-5-yl)amino)-4-phenylbenzoate). Yields the product N1C=CC2=CC(=CC=C12)NC1=C(C(=O)O)C=CC(=C1)C1=CC=CC=C1 (2-((1H-indol-5-yl)amino)-4-phenylbenzoic acid). As a reaction SMILES: FC(F)(F)C(O)=O.C(OC([N:15]1[C:23]2[C:18](=[CH:19][C:20]([NH:24][C:25]3[CH:37]=[C:36]([C:38]4[CH:43]=[CH:42][CH:41]=[CH:40][CH:39]=4)[CH:35]=[CH:34][C:26]=3[C:27]([O:29]C(C)(C)C)=[O:28])=[CH:21][CH:22]=2)[CH:17]=[CH:16]1)=O)(C)(C)C>>[NH:15]1[C:23]2[C:18](=[CH:19][C:20]([NH:24][C:25]3[CH:37]=[C:36]([C:38]4[CH:39]=[CH:40][CH:41]=[CH:42][CH:43]=4)[CH:35]=[CH:34][C:26]=3[C:27]([OH:29])=[O:28])=[CH:21][CH:22]=2)[CH:17]=[CH:16]1. Procedure details: Trifluoroacetic acid 5 mL solution of the obtained tert-butyl 2-((1-(tert-butoxycarbonyl)-1H-indol-5-yl)amino)-4-phenylbenzoate was stirred at room temperature for 3 hours. The solvent was removed under reduced pressure, the obtained residue was refined by reversed-phase silica gel column chromatography [eluent; 50-100% acetonitrile/0.1% trifluoroacetic acid aqueous solution] to give 2-((1H-indol-5-yl)amino)-4-phenylbenzoic acid 8 mg of yellow solid.